From a dataset of the Open Reaction Database (ORD), a public repository of structured organic reaction records. describe an organic reaction: reactants, conditions, products, and yield Reactants: C(Cl)Cl (CH2Cl2), S1C=C(C=C1)C(C(=O)O)C(=O)O (3-thienylmalonic acid), C(CCCCCCCCCCC)O (1-dodecanol), CS(=O)(=O)O (methanesulphonic acid). Yield: 64.1%. RXN SMILES: [S:1]1[CH:5]=[CH:4][C:3]([CH:6]([C:10]([OH:12])=[O:11])[C:7]([OH:9])=[O:8])=[CH:2]1.[CH2:13](O)[CH2:14][CH2:15][CH2:16][CH2:17][CH2:18][CH2:19][CH2:20][CH2:21][CH2:22][CH2:23][CH3:24].CS(O)(=O)=O.C(Cl)Cl>C1COCC1>[S:1]1[CH:5]=[CH:4][C:3]([CH:6]([C:7]([O:9][CH2:24][CH2:23][CH2:22][CH2:21][CH2:20][CH2:19][CH2:18][CH2:17][CH2:16][CH2:15][CH2:14][CH3:13])=[O:8])[C:10]([O:12][CH2:13][CH2:14][CH2:15][CH2:16][CH2:17][CH2:18][CH2:19][CH2:20][CH2:21][CH2:22][CH2:23][CH3:24])=[O:11])=[CH:2]1. Yields the product S1C=C(C=C1)C(C(=O)OCCCCCCCCCCCC)C(=O)OCCCCCCCCCCCC (didodecyl 2-(thiophen-3-yl)malonate). Reaction conditions: time 3 day. Procedure details: In a one-necked flask, 3-thienylmalonic acid (10.0 g, 53.7 mmol) and 1-dodecanol (4 eq., 40.0 g, 215 mmol) were dissolved in THF (80 mL) at room temperature. To this solution was added methanesulphonic acid (1.99 g, 20.7 mmol). The reaction mixture was stirred at room temperature for 3 days. The solvent was then evaporated at 40° C. The residue was re-dissolved in CH2Cl2 to form a solution, which was loaded onto a column (eluent: CH2Cl2) to give didodecyl 2-(thiophen-3-yl)malonate (yield: 18.0 g... Run in C1CCOC1 (THF). Reactants: S(=O)(=O)(O)O.CN1C=NC2=C1C=CC(=C2)C(=O)OC (methyl 1-methylbenzimidazole-5-carboxylate sulfate). The reagents and catalysts are [C].[Rh] (rhodium-carbon). Run in C(C)(=O)O (acetic acid). Reaction conditions: time 92 hour. Yields the product CN1C=NC2=C1CCC(C2)C(=O)OC (methyl 1-methyl-4,5,6,7-tetrahydrobenzimid-azole-5-carboxylate). Isolated yield 77.6%. Reaction SMILES: S(O)(O)(=O)=O.[CH3:6][N:7]1[C:11]2[CH:12]=[CH:13][C:14]([C:16]([O:18][CH3:19])=[O:17])=[CH:15][C:10]=2[N:9]=[CH:8]1>[C].[Rh].C(O)(=O)C>[CH3:6][N:7]1[C:11]2[CH2:12][CH2:13][CH:14]([C:16]([O:18][CH3:19])=[O:17])[CH2:15][C:10]=2[N:9]=[CH:8]1 |f:0.1,2.3|. Reported procedure: In an autoclave 6.6 g (22.9 mmols) of methyl 1-methylbenzimidazole-5-carboxylate sulfate, 60 ml of acetic acid and 3.0 g of 5% rhodium-carbon powders were charged and hydrogenation was carried out at 80° C. for 92 hours under 60 atms. After cooling, rhodium-carbon powders were filtered off and the filtrate was distilled off under reduced pressure. After 200 ml of water was added to the residue, 1 N sodium hydroxide solution was added to the mixture at 0° to 5° C. to adjust pH to 9 to 10 followed... Reaction SMILES: [Si:1]([O:8][CH2:9][C:10]1[N:14]2[C:15](=[O:42])[N:16]([CH:18]3[CH2:23][CH2:22][N:21]([C:24]([C@H:26]([NH:31]C(=O)OCC4C=CC=CC=4)[C:27]([CH3:30])([CH3:29])[CH3:28])=[O:25])[CH2:20][CH2:19]3)[CH2:17][C:13]2=[CH:12][N:11]=1)([C:4]([CH3:7])([CH3:6])[CH3:5])([CH3:3])[CH3:2]>CO.[C].[Pd]>[NH2:31][C@H:26]([C:27]([CH3:30])([CH3:29])[CH3:28])[C:24]([N:21]1[CH2:22][CH2:23][CH:18]([N:16]2[CH2:17][C:13]3=[CH:12][N:11]=[C:10]([CH2:9][O:8][Si:1]([C:4]([CH3:5])([CH3:6])[CH3:7])([CH3:2])[CH3:3])[N:14]3[C:15]2=[O:42])[CH2:19][CH2:20]1)=[O:25] |f:2.3|. Yields the product N[C@@H](C(=O)N1CCC(CC1)N1C(N2C(C1)=CN=C2CO[Si](C)(C)C(C)(C)C)=O)C(C)(C)C (2-(1-((2R)-2-amino-3,3-dimethylbutanoyl)-4-piperidinyl)-5-(((tert-butyldimethylsilyl)oxy)methyl)-1,2-dihydro-3H-imidazo[1,5-c]imidazol-3-one). The solvent is CO (methanol). Reagents/catalysts: [C].[Pd] (palladium carbon). Procedure: Benzyl(1R)-1-((4-(5-(((tert-butyldimethylsilyl)oxy)methyl)-3-oxo-1H-imidazo[1,5-c]imidazol-2(3H)-yl)-1-piperidinyl)carbonyl)-2,2-dimethylpropylcarbamate (0.44 g) obtained in Example 83j) and 10% palladium carbon (44 mg) were suspended in methanol (10 ml), and mixed under hydrogen atmosphere at room temperature for 1 hour. The reaction solution was filtered using Celite, and the filtrate was concentrated under reduced pressure to obtain the title compound as a colorless solid (0.33 g, 96%). Reactants: [Si](C)(C)(C(C)(C)C)OCC1=NC=C2N1C(N(C2)C2CCN(CC2)C(=O)[C@@H](C(C)(C)C)NC(OCC2=CC=CC=C2)=O)=O (Benzyl(1R)-1-((4-(5-(((tert-butyldimethylsilyl)oxy)methyl)-3-oxo-1H-imidazo[1,5-c]imidazol-2(3H)-yl)-1-piperidinyl)carbonyl)-2,2-dimethylpropylcarbamate). The yield is 96.7%. Reactants: C1(=CC=CC=C1)S(=O)(=O)C=1C=C2CCCC(C2=CC1)CN (C-(6-Benzenesulfonyl-1,2,3,4-tetrahydro-naphthalen-1-yl)-methylamine), I.CSC=1NCCN1 (2-methylsulfanyl-4,5-dihydro-1H-imidazole hydroiodide). The solvent is C(Cl)Cl (CH2Cl2). Run at temperature 150 celsius. Yields the product C1(=CC=CC=C1)S(=O)(=O)C=1C=C2CCCC(C2=CC1)CNC=1NCCN1 ((6-Benzenesulfonyl-1,2,3,4-tetrahydro-naphthalen-1-ylmethyl)-(4,5-dihydro-1H-imidazol-2-yl)-amine). The yield is 49.8%. As a reaction SMILES: [C:1]1([S:7]([C:10]2[CH:11]=[C:12]3[C:17](=[CH:18][CH:19]=2)[CH:16]([CH2:20][NH2:21])[CH2:15][CH2:14][CH2:13]3)(=[O:9])=[O:8])[CH:6]=[CH:5][CH:4]=[CH:3][CH:2]=1.I.CS[C:25]1[NH:26][CH2:27][CH2:28][N:29]=1>C(Cl)Cl>[C:1]1([S:7]([C:10]2[CH:11]=[C:12]3[C:17](=[CH:18][CH:19]=2)[CH:16]([CH2:20][NH:21][C:25]2[NH:29][CH2:28][CH2:27][N:26]=2)[CH2:15][CH2:14][CH2:13]3)(=[O:9])=[O:8])[CH:2]=[CH:3][CH:4]=[CH:5][CH:6]=1 |f:1.2|. Procedure: C-(6-Benzenesulfonyl-1,2,3,4-tetrahydro-naphthalen-1-yl)-methylamine (100 mg, 0.31 mmol) and 2-methylsulfanyl-4,5-dihydro-1H-imidazole hydroiodide (76 mg, 0.31 mmol) were added to 2 mL CH2Cl2, and the reaction mixture was heated to gentle reflux until all of the solvent was evaporated. The reaction mixture was heated to 150° C. for 30 minutes and then cooled. The crude mixture was basified by dropwise addition of aqueous NaOH solution, and then purified by preparative liquid chromatography (CH2C... The reactants are ClC=1C=C(C=CC1Cl)[C@H](COC)O ((R)-1-(3,4-dichlorophenyl)-2-methoxyethanol), C1(NC(C2=CC=CC=C12)=O)=O (isoindoline-1,3-dione), C1=CC=C(C=C1)P(C2=CC=CC=C2)C3=CC=CC=C3 (PPh3), CCOC(=O)/N=N/C(=O)OCC (DEAD). The solvent is C1CCOC1 (THF). Reaction conditions: time 20 hour. The product is ClC=1C=C(C=CC1Cl)[C@@H](COC)N1C(C2=CC=CC=C2C1=O)=O ((S)-2-(1-(3,4-dichlorophenyl)-2-methoxyethyl)isoindoline-1,3-dione). Isolated yield 96.0%. RXN SMILES: [Cl:1][C:2]1[CH:3]=[C:4]([C@@H:9](O)[CH2:10][O:11][CH3:12])[CH:5]=[CH:6][C:7]=1[Cl:8].[C:14]1(=[O:24])[C:22]2[C:17](=[CH:18][CH:19]=[CH:20][CH:21]=2)[C:16](=[O:23])[NH:15]1.C1C=CC(P(C2C=CC=CC=2)C2C=CC=CC=2)=CC=1.CCOC(/N=N/C(OCC)=O)=O>C1COCC1>[Cl:1][C:2]1[CH:3]=[C:4]([C@H:9]([N:15]2[C:16](=[O:23])[C:17]3[C:22](=[CH:21][CH:20]=[CH:19][CH:18]=3)[C:14]2=[O:24])[CH2:10][O:11][CH3:12])[CH:5]=[CH:6][C:7]=1[Cl:8]. Procedure details: To a solution of 194 (1.25 g, 5.65 mmol) and THF (10 mL) at RT was added sequentially isoindoline-1,3-dione (0.915 g, 6.22 mmol) and PPh3 (2.22 g, 8.48 mmol) followed by the dropwise addition of DEAD (3.34 mL, 8.48 mmol). The reaction was warmed to RT, stirred for 20 h and then concentrated to dryness. Ether (300 mL) was added, and the resulting solid was filtered and discarded. The filtrate was then poured into water, and extracted with DCM. The combined organic fractions were dried (MgSO4), fi...